This data is from the Open Reaction Database (ORD), a public repository of structured organic reaction records. The task is: describe an organic reaction: reactants, conditions, products, and yield The reactants are Cl (hydrochloric acid), CC1=NC(=CC(=C1)O)C (2,6-dimethyl-4-hydroxypyridine), [H-].[Na+] (sodium hydride), CN(C)C=O (DMF), ClC1=NC=NC(=C1)Cl (4,6-dichloropyrimidine). Run at time 15 minute. Product: ClC1=CC(=NC=N1)NC1=CC(=NC(=C1)C)C (6-chloro-N-(2,6-dimethylpyridin-4-yl)pyrimidin-4-amine). Reaction SMILES: [CH3:1][C:2]1[CH:7]=[C:6](O)[CH:5]=[C:4]([CH3:9])[N:3]=1.[H-].[Na+].[Cl:12][C:13]1[CH:18]=[C:17](Cl)[N:16]=[CH:15][N:14]=1.Cl.C[N:22](C=O)C>>[Cl:12][C:13]1[N:14]=[CH:15][N:16]=[C:17]([NH:22][C:6]2[CH:7]=[C:2]([CH3:1])[N:3]=[C:4]([CH3:9])[CH:5]=2)[CH:18]=1 |f:1.2|. Procedure details: 0.12 g (0.97 mmol) 2,6-dimethyl-4-hydroxypyridine and 55 mg (1.26 mmol) sodium hydride (60% dispersion in mineral oil) were dissolved in 1.5 mL DMF and stirred for 15 min. 0.15 g (0.98 mmol) 4,6-dichloropyrimidine were added and the mixture was stirred overnight at RT. The reaction mixture was acidified with a 4M hydrochloric acid, filtered and purified by preparative HPLC-MS. The fractions containing product were combined and freeze-dried. Starting materials: Cl.C1(CC1)COC1=C(C=C(C(=C1)F)OC)C1=C2C(=NC=C1)C(=C(N2)C)C(=O)NC2CCNCC2 (7-[2-(cyclopropylmethoxy)-4-fluoro-5-methoxyphenyl]-2-methyl-N-(piperidin-4-yl)-1H-pyrrolo[3,2-b]pyridine-3-carboxamide hydrochloride), C(C)(=O)OCC(=O)Cl (2-chloro-2-oxoethyl acetate). Yields the product C1(CC1)COC1=C(C=C(C(=C1)F)OC)C1=C2C(=NC=C1)C(=C(N2)C)C(=O)NC2CCN(CC2)C(CO)=O (7-[2-(Cyclopropylmethoxy)-4-fluoro-5-methoxyphenyl]-N-[1-(hydroxyacetyl)piperidin-4-yl]-2-methyl-1H-pyrrolo[3,2-b]pyridine-3-carboxamide). As a reaction SMILES: Cl.[CH:2]1([CH2:5][O:6][C:7]2[CH:12]=[C:11]([F:13])[C:10]([O:14][CH3:15])=[CH:9][C:8]=2[C:16]2[CH:21]=[CH:20][N:19]=[C:18]3[C:22]([C:26]([NH:28][CH:29]4[CH2:34][CH2:33][NH:32][CH2:31][CH2:30]4)=[O:27])=[C:23]([CH3:25])[NH:24][C:17]=23)[CH2:4][CH2:3]1.C([O:38][CH2:39][C:40](Cl)=[O:41])(=O)C>>[CH:2]1([CH2:5][O:6][C:7]2[CH:12]=[C:11]([F:13])[C:10]([O:14][CH3:15])=[CH:9][C:8]=2[C:16]2[CH:21]=[CH:20][N:19]=[C:18]3[C:22]([C:26]([NH:28][CH:29]4[CH2:30][CH2:31][N:32]([C:39](=[O:38])[CH2:40][OH:41])[CH2:33][CH2:34]4)=[O:27])=[C:23]([CH3:25])[NH:24][C:17]=23)[CH2:4][CH2:3]1 |f:0.1|. Reported procedure: Starting from 7-[2-(cyclopropylmethoxy)-4-fluoro-5-methoxyphenyl]-2-methyl-N-(piperidin-4-yl)-1H-pyrrolo[3,2-b]pyridine-3-carboxamide hydrochloride (example D.f21) and commercially available 2-chloro-2-oxoethyl acetate the title compound is obtained as colorless solid. Reactants: P(=S)(Cl)(Cl)Cl (thiophosphoryl chloride), N1=CC=CC=C1 (pyridine), CC1CC(CCC1)O (3-methylcyclohexanol). Solvent: ClC=C(Cl)Cl (trichloroethylene), ClC=C(Cl)Cl (trichloroethylene). Run at time 1 hour. Yields the product CC1CC(CCC1)P(=S)(Cl)Cl ((3-methylcyclohexyl)-thiophosphoryl dichloride). Yield: 74.8%. Reaction SMILES: [CH3:1][CH:2]1[CH2:7][CH2:6][CH2:5][CH:4](O)[CH2:3]1.[P:9](Cl)([Cl:12])([Cl:11])=[S:10].N1C=CC=CC=1>ClC=C(Cl)Cl>[CH3:1][CH:2]1[CH2:7][CH2:6][CH2:5][CH:4]([P:9]([Cl:12])([Cl:11])=[S:10])[CH2:3]1. Reported procedure: A mixture of 3-methylcyclohexanol (5.0 g, 43.8 mmol) in trichloroethylene (300 mL) is added dropwise to a 0°-4° C. mixture of thiophosphoryl chloride (11.13 g, 65.7 mmol) and anhydrous pyridine (5.20 g, 65.7 mmol) in trichloroethylene (125 mL) over a 1 hour period under a nitrogen atmosphere. The resultant reaction mixture is stirred at 0°-4° C. for 1 hour and is then warmed to room temperature and stirred at room temperature for 8 hours. A white solid gradually precipitates. The white solid is ...